This data is from the Open Reaction Database (ORD), a public repository of structured organic reaction records. The task is: describe an organic reaction: reactants, conditions, products, and yield Starting materials: CC(=O)Nc1ccc(OCCCl)cc1, c1ccc(CNCCc2ccc(OCc3ccccc3)c(OCc3ccccc3)c2)cc1, CN(C)C=O. Yields the product CC(=O)Nc1ccc(OCCN(CCc2ccc(OCc3ccccc3)c(OCc3ccccc3)c2)Cc2ccccc2)cc1. Reaction SMILES: [C:33]([CH3:34])(=[O:35])[NH:36][c:37]1[cH:38][cH:39][c:40]([O:41][CH2:42][CH2:43][Cl:44])[cH:45][cH:46]1.[CH2:1]([c:2]1[cH:3][cH:4][cH:5][cH:6][cH:7]1)[O:8][c:9]1[cH:10][c:11]([CH2:23][CH2:24][NH:25][CH2:26][c:27]2[cH:28][cH:29][cH:30][cH:31][cH:32]2)[cH:12][cH:13][c:14]1[O:15][CH2:16][c:17]1[cH:18][cH:19][cH:20][cH:21][cH:22]1.[CH3:47][N:48]([CH3:49])[CH:50]=[O:51]>>[CH2:1]([c:2]1[cH:3][cH:4][cH:5][cH:6][cH:7]1)[O:8][c:9]1[cH:10][c:11]([CH2:23][CH2:24][N:25]([CH2:26][c:27]2[cH:28][cH:29][cH:30][cH:31][cH:32]2)[CH2:43][CH2:42][O:41][c:40]2[cH:39][cH:38][c:37]([NH:36][C:33]([CH3:34])=[O:35])[cH:46][cH:45]2)[cH:12][cH:13][c:14]1[O:15][CH2:16][c:17]1[cH:18][cH:19][cH:20][cH:21][cH:22]1. The reactants are C1CNCCN1, O=C(O)CCNC(=O)OCc1ccccc1, C1CCOC1. The product is O=C(NCCC(=O)N1CCNCC1)OCc1ccccc1. Reaction SMILES: [CH2:17]1[CH2:18][NH:19][CH2:20][CH2:21][NH:22]1.[CH2:1]([c:2]1[cH:3][cH:4][cH:5][cH:6][cH:7]1)[O:8][C:9](=[O:10])[NH:11][CH2:12][CH2:13][C:14](=[O:15])[OH:16].[CH2:23]1[O:24][CH2:25][CH2:26][CH2:27]1>>[CH2:1]([c:2]1[cH:3][cH:4][cH:5][cH:6][cH:7]1)[O:8][C:9](=[O:10])[NH:11][CH2:12][CH2:13][C:14](=[O:16])[N:22]1[CH2:17][CH2:18][NH:19][CH2:20][CH2:21]1. The product is C(C)(C)N(C(C=C(C1=CC=CC=C1)C1=C(C=CC=C1)C(F)(F)F)=O)C(C)C (N,N-Diisopropyl-3-(2-trifluoromethylphenyl)-3-phenylpropenamide). Procedure details: A solution of diethyl N,N-diisopropylacetamide phosphonate (8.4 g, 30 mmol) in THF (20 mL) was added dropwise to sodium hydride (80%, 0.85 g, 29 mmol) during 30 min, keeping the temperature below 30° C. A solution of 2-trifluoromethyl-benzophenone (5.0 g, 20 mmol) in THF (20 mL) was added and the reaction mixture was heated to 50° C. and kept at that temperature for 16 h. A second portion of the phosphorous ylide (15 mmol), prepared as above, was added. After another 24 h at 50° C. the mixture w... Run in C1CCOC1 (THF), O (water), C1CCOC1 (THF). Reaction conditions: temperature 50 celsius, time 16 hour. Reactants: FC(C1=C(C(=O)C2=CC=CC=C2)C=CC=C1)(F)F (2-trifluoromethyl-benzophenone), phosphorous ylide, C(C)OCC (diethyl ether), P(O)(O)=O.C(C)C(C(=O)N(C(C)C)C(C)C)CC (diethyl N,N-diisopropylacetamide phosphonate), [H-].[Na+] (sodium hydride). Reaction SMILES: P(=O)(O)O.C([CH:7](CC)[C:8]([N:10]([CH:14]([CH3:16])[CH3:15])[CH:11]([CH3:13])[CH3:12])=[O:9])C.[H-].[Na+].[F:21][C:22]([F:38])([F:37])[C:23]1[CH:36]=[CH:35][CH:34]=[CH:33][C:24]=1[C:25]([C:27]1[CH:32]=[CH:31][CH:30]=[CH:29][CH:28]=1)=O.C(OCC)C>C1COCC1.O>[CH:11]([N:10]([CH:14]([CH3:16])[CH3:15])[C:8](=[O:9])[CH:7]=[C:25]([C:24]1[CH:33]=[CH:34][CH:35]=[CH:36][C:23]=1[C:22]([F:38])([F:37])[F:21])[C:27]1[CH:32]=[CH:31][CH:30]=[CH:29][CH:28]=1)([CH3:13])[CH3:12] |f:0.1,2.3|. Starting materials: FC=1C=C(C=C(C1)F)C[C@H](N)C=1N(C=CN1)C1=CC=C(C=C1)OC ((S)-2-(3,5-difluorophenyl)-1-(1-(4-methoxyphenyl)-1H-imidazol-2-yl)ethanamine), ClC1=CC=C(C=C1)C1=C(N=CO1)C(CC1=CC(=CC(=C1)F)F)NS(=O)C(C)(C)C (N-(1-(5-(4-chlorophenyl)oxazol-4-yl)-2-(3,5-difluorophenyl)ethyl)-2-methylpropane-2-sulfinamide). The product is Cl.ClC1=CC=C(C=C1)C1=C(N=CO1)C(CC1=CC(=CC(=C1)F)F)N (1-(5-(4-chlorophenyl)oxazol-4-yl)-2-(3,5-difluorophenyl)ethanamine hydrochloride). As a reaction SMILES: FC1C=C(C[C@@H](C2N(C3C=CC(OC)=CC=3)C=CN=2)N)C=C(F)C=1.[Cl:25][C:26]1[CH:31]=[CH:30][C:29]([C:32]2[O:36][CH:35]=[N:34][C:33]=2[CH:37]([NH:47]S(C(C)(C)C)=O)[CH2:38][C:39]2[CH:44]=[C:43]([F:45])[CH:42]=[C:41]([F:46])[CH:40]=2)=[CH:28][CH:27]=1>>[ClH:25].[Cl:25][C:26]1[CH:31]=[CH:30][C:29]([C:32]2[O:36][CH:35]=[N:34][C:33]=2[CH:37]([NH2:47])[CH2:38][C:39]2[CH:44]=[C:43]([F:45])[CH:42]=[C:41]([F:46])[CH:40]=2)=[CH:28][CH:27]=1 |f:2.3|. Reported procedure: The title compound was prepared according to the method presented for the synthesis of compound 5E of Example 5 utilizing 33F. MS (m/z) 335.1 [M+H]+. Starting materials: Cl.N[C@@H]1C(N(CC1)CC1=C2C=CC(=NC2=CC=C1)Cl)=O (5-(3-(S)-amino-2-oxopyrrolidin-1-ylmethyl)-2-chloro-quinoline hydrochloride), COC1=CC=C2C=CC(=CC2=C1)S(=O)(=O)Cl (7-methoxynaphthalene-2-sulfonyl chloride). Run in C(Cl)Cl (CH2Cl2). The product is ClC1=NC2=CC=CC(=C2C=C1)CN1C([C@H](CC1)NS(=O)(=O)C1=CC2=CC(=CC=C2C=C1)OC)=O (7-Methoxynaphthalene-2-sulfonic acid [1-(2chloro-quinolin-5-ylmethyl)-2-oxopyrrolidin-3-(S)-yl]-amide). As a reaction SMILES: Cl.[NH2:2][C@H:3]1[CH2:7][CH2:6][N:5]([CH2:8][C:9]2[CH:18]=[CH:17][CH:16]=[C:15]3[C:10]=2[CH:11]=[CH:12][C:13]([Cl:19])=[N:14]3)[C:4]1=[O:20].[CH3:21][O:22][C:23]1[CH:32]=[C:31]2[C:26]([CH:27]=[CH:28][C:29]([S:33](Cl)(=[O:35])=[O:34])=[CH:30]2)=[CH:25][CH:24]=1>C(Cl)Cl>[Cl:19][C:13]1[CH:12]=[CH:11][C:10]2[C:15](=[CH:16][CH:17]=[CH:18][C:9]=2[CH2:8][N:5]2[CH2:6][CH2:7][C@H:3]([NH:2][S:33]([C:29]3[CH:28]=[CH:27][C:26]4[C:31](=[CH:32][C:23]([O:22][CH3:21])=[CH:24][CH:25]=4)[CH:30]=3)(=[O:35])=[O:34])[C:4]2=[O:20])[N:14]=1 |f:0.1|. Procedure details: The title compound is prepared in CH2Cl2 instead of CH3CN as described in EXAMPLE 1, Part K using 5-(3-(S)-amino-2-oxopyrrolidin-1-ylmethyl)-2-chloro-quinoline hydrochloride in place of 7-(3-(S)-amino-2oxopyrrolidin-1-ylmethyl)-1-chloro-isoquinoline hydrochloride and 7-methoxynaphthalene-2-sulfonyl chloride as prepared in EXAMPLE 1, Part J. The crude product is purified by column chromatography eluting with 25% EtOAc/CH2Cl2 to provide the title compound as a light yellow solid. Starting materials: CC(C)(C)NC(=O)c1ccc(C(F)(F)F)nc1CC(O)C(Cc1cc(F)ccc1F)N(Cc1ccccc1)Cc1ccccc1, CO, O=CO, [NH4+], O. Yields the product CC(C)(C)NC(=O)c1ccc(C(F)(F)F)nc1CC(O)C(N)Cc1cc(F)ccc1F. RXN SMILES: [C:1]([CH3:2])([CH3:3])([CH3:4])[NH:5][C:6]([c:7]1[c:8]([CH2:17][CH:18]([CH:19]([CH2:20][c:21]2[c:22]([F:28])[cH:23][cH:24][c:25]([F:27])[cH:26]2)[N:29]([CH2:30][c:31]2[cH:32][cH:33][cH:34][cH:35][cH:36]2)[CH2:37][c:38]2[cH:39][cH:40][cH:41][cH:42][cH:43]2)[OH:44])[n:9][c:10]([C:13]([F:14])([F:15])[F:16])[cH:11][cH:12]1)=[O:45].[CH3:50][OH:51].[CH:46]([OH:47])=[O:48].[NH4+:49].[OH2:52]>>[C:1]([CH3:2])([CH3:3])([CH3:4])[NH:5][C:6]([c:7]1[c:8]([CH2:17][CH:18]([CH:19]([CH2:20][c:21]2[c:22]([F:28])[cH:23][cH:24][c:25]([F:27])[cH:26]2)[NH2:29])[OH:44])[n:9][c:10]([C:13]([F:14])([F:15])[F:16])[cH:11][cH:12]1)=[O:45]. As a reaction SMILES: [CH2:1]([C:4]([CH2:10][CH2:11][CH3:12])([CH2:7][O:8][CH3:9])[CH2:5][OH:6])[CH2:2][CH3:3].[CH3:13][Si:14](Cl)([CH3:16])[CH3:15]>>[CH2:10]([C:4]([CH2:1][CH2:2][CH3:3])([CH2:5][O:6][Si:14]([CH3:16])([CH3:15])[CH3:13])[CH2:7][O:8][CH3:9])[CH2:11][CH3:12]. Reported procedure: According to the procedure as described in Example 1,2,2-di-n-propyl-1-methoxy-3-[(trimethylsilyl)oxy]propane was prepared from intermediate 2,2-di-n-propyl-3-methoxy-1-propanol and reagent trimethylsilyl chloride. The product is C(CC)C(COC)(CO[Si](C)(C)C)CCC (2,2-di-n-propyl-1-methoxy-3-[(trimethylsilyl)oxy]-propane). Reactants: 1,2,2-di-n-propyl-1-methoxy-3-[(trimethylsilyl)oxy]propane, C(CC)C(CO)(COC)CCC (2,2-di-n-propyl-3-methoxy-1-propanol), C[Si](C)(C)Cl (trimethylsilyl chloride).